The task is: describe an organic reaction: reactants, conditions, products, and yield. This data is from the Open Reaction Database (ORD), a public repository of structured organic reaction records. Procedure details: A reaction mixture of 70 mg (0.18 mmol) of N-(4′-chlorobiphenyl-4-yl)-3-(4-chloromethylphenyl)propionamide, 18 mg (0.15 mmol) of methylpyridin-4-ylmethylamine, and 41 mg (0.3 mmol) of potassium carbonate in 5 mL of acetone is agitated for 24 hours at reflux temperature. The reaction mixture is evaporated down. The residue is triturated with water and diisopropyl ether, suction filtered and dried in the air. Yield: 52 mg (87% of theory); melting point: 102° C.; C29H28ClN3O (M=470.01); calc.: mole... Starting materials: ClC1=CC=C(C=C1)C1=CC=C(C=C1)NC(CCC1=CC=C(C=C1)CCl)=O (N-(4′-chlorobiphenyl-4-yl)-3-(4-chloromethylphenyl)propionamide), CNCC1=CC=NC=C1 (methylpyridin-4-ylmethylamine), C([O-])([O-])=O.[K+].[K+] (potassium carbonate). As a reaction SMILES: [Cl:1][C:2]1[CH:7]=[CH:6][C:5]([C:8]2[CH:13]=[CH:12][C:11]([NH:14][C:15](=[O:26])[CH2:16][CH2:17][C:18]3[CH:23]=[CH:22][C:21]([CH2:24]Cl)=[CH:20][CH:19]=3)=[CH:10][CH:9]=2)=[CH:4][CH:3]=1.[CH3:27][NH:28][CH2:29][C:30]1[CH:35]=[CH:34][N:33]=[CH:32][CH:31]=1.C(=O)([O-])[O-].[K+].[K+]>CC(C)=O>[Cl:1][C:2]1[CH:3]=[CH:4][C:5]([C:8]2[CH:13]=[CH:12][C:11]([NH:14][C:15](=[O:26])[CH2:16][CH2:17][C:18]3[CH:19]=[CH:20][C:21]([CH2:24][N:28]([CH3:27])[CH2:29][C:30]4[CH:35]=[CH:34][N:33]=[CH:32][CH:31]=4)=[CH:22][CH:23]=3)=[CH:10][CH:9]=2)=[CH:6][CH:7]=1 |f:2.3.4|. Reaction conditions: time 24 hour. Solvent: CC(=O)C (acetone). Yields the product ClC1=CC=C(C=C1)C1=CC=C(C=C1)NC(CCC1=CC=C(C=C1)CN(CC1=CC=NC=C1)C)=O (N-(4′-chlorobiphenyl-4-yl)-3-{4-[(methylpyridin-4-ylmethylamino)methyl]phenyl}propionamide). RXN SMILES: [Br:1][c:2]1[c:3]([N+:13](=[O:14])[O-:15])[n:4][n:5]([CH:7]2[O:8][CH2:9][CH2:10][CH2:11][CH2:12]2)[cH:6]1.[C:16](=[O:17])([O-:18])[O-:19].[CH3:36][O:37][CH2:38][CH2:39][O:40][CH3:41].[CH3:42][CH2:43][O:44][C:45](=[O:46])[CH3:47].[K+:20].[K+:21].[OH:22][c:23]1[c:24]([B:33]([OH:34])[OH:35])[cH:25][c:26]([C:29]([F:30])([F:31])[F:32])[cH:27][cH:28]1.[cH:48]1[cH:49][cH:50][c:51]([P:52]([Pd:53]([P:54]([c:55]2[cH:56][cH:57][cH:58][cH:59][cH:60]2)([c:61]2[cH:62][cH:63][cH:64][cH:65][cH:66]2)[c:67]2[cH:68][cH:69][cH:70][cH:71][cH:72]2)([P:73]([c:74]2[cH:75][cH:76][cH:77][cH:78][cH:79]2)([c:80]2[cH:81][cH:82][cH:83][cH:84][cH:85]2)[c:86]2[cH:87][cH:88][cH:89][cH:90][cH:91]2)[P:92]([c:93]2[cH:94][cH:95][cH:96][cH:97][cH:98]2)([c:99]2[cH:100][cH:101][cH:102][cH:103][cH:104]2)[c:105]2[cH:106][cH:107][cH:108][cH:109][cH:110]2)([c:111]2[cH:112][cH:113][cH:114][cH:115][cH:116]2)[c:117]2[cH:118][cH:119][cH:120][cH:121][cH:122]2)[cH:123][cH:124]1>>[c:2]1(-[c:24]2[c:23]([OH:22])[cH:28][cH:27][c:26]([C:29]([F:30])([F:31])[F:32])[cH:25]2)[c:3]([N+:13](=[O:14])[O-:15])[n:4][n:5]([CH:7]2[O:8][CH2:9][CH2:10][CH2:11][CH2:12]2)[cH:6]1. Product: O=[N+]([O-])c1nn(C2CCCCO2)cc1-c1cc(C(F)(F)F)ccc1O. The reactants are O=[N+]([O-])c1nn(C2CCCCO2)cc1Br, O=C([O-])[O-], COCCOC, CCOC(C)=O, [K+], [K+], OB(O)c1cc(C(F)(F)F)ccc1O, c1ccc(P(c2ccccc2)(c2ccccc2)[Pd](P(c2ccccc2)(c2ccccc2)c2ccccc2)(P(c2ccccc2)(c2ccccc2)c2ccccc2)P(c2ccccc2)(c2ccccc2)c2ccccc2)cc1. The reactants are FC1=CC=C(C=C1)C(O)(C1=CC=CC=C1)C1=CC=C(C=C1)F (Bis(4-fluorophenyl)phenylmethanol), solution, C(C)(=O)Cl (acetyl chloride). Solvent: ClCCl (dichloromethane). Conditions: time 12 hour. Product: FC1=CC=C(C=C1)C(Cl)(C1=CC=CC=C1)C1=CC=C(C=C1)F (bis(4-fluorophenyl)phenylchloromethane). Reaction SMILES: [F:1][C:2]1[CH:7]=[CH:6][C:5]([C:8]([C:16]2[CH:21]=[CH:20][C:19]([F:22])=[CH:18][CH:17]=2)([C:10]2[CH:15]=[CH:14][CH:13]=[CH:12][CH:11]=2)O)=[CH:4][CH:3]=1.C([Cl:26])(=O)C>ClCCl>[F:1][C:2]1[CH:7]=[CH:6][C:5]([C:8]([C:16]2[CH:21]=[CH:20][C:19]([F:22])=[CH:18][CH:17]=2)([C:10]2[CH:15]=[CH:14][CH:13]=[CH:12][CH:11]=2)[Cl:26])=[CH:4][CH:3]=1. Reported procedure: Bis(4-fluorophenyl)phenylmethanol (0.092 mol) was added to a 20% solution of acetyl chloride in dichloromethane (50 mL) at rt. The resulting purple solution was stirred for 12 h after which the solvent was removed by evaporation. Toluene (100 mL) was added to the residue and then evaporated, affording crude bis(4-fluorophenyl)phenylchloromethane which was used without purification in the following step. The reactants are C(C1=CC=CC=C1)(=O)NCC[C@H](C(NOCC1=CC=CC=C1)=O)[C@H](C(=O)NN(CC(C)C)C(CN1C=NC=C1)=O)CC(C)C (2(R)-[3-benzamido-1(S)-(benzyloxycarbamoyl)propyl]-2′-[2-(1H-imidazol-1-yl)acetyl]-2′-isobutyl-4-methylvalerohydrazide). The reagents and catalysts are [Pd] (palladium-on-carbon). Solvent: CO (methanol). Yields the product C(C1=CC=CC=C1)(=O)NCC[C@H](C(NO)=O)[C@H](C(=O)NN(CC(C)C)C(CN1C=NC=C1)=O)CC(C)C (2(R)-[3-benzamido-1(S)-(hydroxycarbamoyl)propyl]-2′-[2-(1H-imidazol-1-yl)acetyl]-2′-isobutyl-4-methylvalerohydrazide). Yield: 85.1%. RXN SMILES: [C:1]([NH:9][CH2:10][CH2:11][C@@H:12]([C@@H:24]([CH2:41][CH:42]([CH3:44])[CH3:43])[C:25]([NH:27][N:28]([C:33](=[O:40])[CH2:34][N:35]1[CH:39]=[CH:38][N:37]=[CH:36]1)[CH2:29][CH:30]([CH3:32])[CH3:31])=[O:26])[C:13](=[O:23])[NH:14][O:15]CC1C=CC=CC=1)(=[O:8])[C:2]1[CH:7]=[CH:6][CH:5]=[CH:4][CH:3]=1>CO.[Pd]>[C:1]([NH:9][CH2:10][CH2:11][C@@H:12]([C@@H:24]([CH2:41][CH:42]([CH3:44])[CH3:43])[C:25]([NH:27][N:28]([C:33](=[O:40])[CH2:34][N:35]1[CH:39]=[CH:38][N:37]=[CH:36]1)[CH2:29][CH:30]([CH3:32])[CH3:31])=[O:26])[C:13](=[O:23])[NH:14][OH:15])(=[O:8])[C:2]1[CH:3]=[CH:4][CH:5]=[CH:6][CH:7]=1. Procedure: A solution of 0.420 g of 2(R)-[3-benzamido-1(S)-(benzyloxycarbamoyl)propyl]-2′-[2-(1H-imidazol-1-yl)acetyl]-2′-isobutyl-4-methylvalerohydrazide in 5 ml of methanol was hydrogenated in the presence of 0.126 g of 5% palladium-on-carbon for 12 hours. The catalyst was removed by filtration and the solvent was evaporated. The residue was triturated with diethyl ether to give 0.304 g of 2(R)-[3-benzamido-1(S)-(hydroxycarbamoyl)propyl]-2′-[2-(1H-imidazol-1-yl)acetyl]-2′-isobutyl-4-methylvalerohydrazide... Starting materials: COC=1C=C(OCC(=O)Cl)C=CC1 (2-(3-Methoxyphenoxy)acetyl chloride), resultant solution, CC(CCOC1=CC(=C(N)C=C1)[N+](=O)[O-])C (4-(3-Methylbutoxy)-2-nitroaniline), CCN(C(C)C)C(C)C (iPr2NEt). Run in C(Cl)Cl (CH2Cl2), C(Cl)Cl (CH2Cl2), C(Cl)Cl (CH2Cl2). Run at time 8 hour. Product: CC(CCOC1=CC(=C(C=C1)NC(COC1=CC(=CC=C1)OC)=O)[N+](=O)[O-])C (N-[4-(3-Methylbutoxy)-2-nitrophenyl]-2-(3-methoxyphenoxy)acetamide). Isolated yield 72.2%. RXN SMILES: [CH3:1][CH:2]([CH3:16])[CH2:3][CH2:4][O:5][C:6]1[CH:12]=[CH:11][C:9]([NH2:10])=[C:8]([N+:13]([O-:15])=[O:14])[CH:7]=1.CCN(C(C)C)C(C)C.[CH3:26][O:27][C:28]1[CH:29]=[C:30]([CH:36]=[CH:37][CH:38]=1)[O:31][CH2:32][C:33](Cl)=[O:34]>C(Cl)Cl>[CH3:1][CH:2]([CH3:16])[CH2:3][CH2:4][O:5][C:6]1[CH:12]=[CH:11][C:9]([NH:10][C:33](=[O:34])[CH2:32][O:31][C:30]2[CH:36]=[CH:37][CH:38]=[C:28]([O:27][CH3:26])[CH:29]=2)=[C:8]([N+:13]([O-:15])=[O:14])[CH:7]=1. Reported procedure: A 1 L 3-neck flask fitted with a stir-bar, addition funnel, and an Ar inlet was charged with aniline 46b (12.0 g, 53.5 mmol) and CH2Cl2 (200 mL). The resultant solution was cooled in an ice bath and iPr2NEt (20.7 g, 28 mL, 161 mmol) was added followed by acid chloride 47b (12.9 g, 64.2 mmol) in CH2Cl2 (120 mL) over 10 min. The mixture was stirred at rt overnight. The red solution was diluted with CH2Cl2 (250 mL) and washed with saturated aqueous NH4Cl (200 mL), saturated NaHCO3 (200 mL), and bri... The reactants are [H-].[Na+] (NaH), BrCC1=CC2=CC=CC=C2C=C1 (2-bromomethylnaphthalene), O (water), CC=1C[C@@H](CC(C1C)(C)C)O ((1S)-3,4,5,5-tetramethyl-3-cyclohexen-1-ol), 2B. The solvent is COCCOC (DME), COCCOC (DME). Run at time 12 hour. Product: C1=C(C=CC2=CC=CC=C12)CO[C@H]1CC(=C(C(C1)(C)C)C)C ((1S)-1-(2-naphthylmethyloxy)-3,4,5,5-tetramethyl-3-cyclohexene). Isolated yield 96.7%. As a reaction SMILES: [CH3:1][C:2]1[CH2:3][C@H:4]([OH:11])[CH2:5][C:6]([CH3:10])([CH3:9])[C:7]=1[CH3:8].[H-].[Na+].Br[CH2:15][C:16]1[CH:25]=[CH:24][C:23]2[C:18](=[CH:19][CH:20]=[CH:21][CH:22]=2)[CH:17]=1.O>COCCOC>[CH:17]1[C:18]2[C:23](=[CH:22][CH:21]=[CH:20][CH:19]=2)[CH:24]=[CH:25][C:16]=1[CH2:15][O:11][C@@H:4]1[CH2:5][C:6]([CH3:10])([CH3:9])[C:7]([CH3:8])=[C:2]([CH3:1])[CH2:3]1 |f:1.2|. Procedure: 2 g (13 mmol) of (1S)-3,4,5,5-tetramethyl-3-cyclohexen-1-ol prepared in Examples 2A and 2B were dissolved in 10 ml of DME and added dropwise to a suspension of 965 mg (38.9 mmol) of NaH in 10 ml of DME at RT. After evolution of gas had ceased, 14 mmol of 2-bromomethylnaphthalene were added dropwise. Reaction was complete after stirring at RT for 12 h. 50 ml of water were added to the mixture, which was then extracted twice with 50 ml of ether. Chromatography of the residue as in Example 3A resul... Solvent: CN(C)C=O (DMF). The yield is 101.7%. Procedure details: To (S)-1-(((9H-fluoren-9-yl)methoxy)carbonyl)-2-methylpyrrolidine-2-carboxylic acid (intermediate LS30; 1.5 g; 4.3 mmol) in 50 mL DMF was added sequentially 2-amino-1-(4-bromophenyl)ethanone hydrochloride (1.2 g; 4.7 mmol), HOAT (290 mg; 2.1 mmol), Hunig's base (0.7 mL; 4.3 mmol) and EDCI (1.2 g; 6.4 mmol). After 1 h, the reaction mixture was poured into 150 mL water and allowed to stir for 15 min before filtering the resultant precipitate which was dissolved in dichloromethane and dried over ma... The product is BrC1=CC=C(C=C1)C1=CN=C(N1)[C@]1(NCCC1)C ((S)-5-(4-bromophenyl)-2-(2-methylpyrrolidin-2-yl)-1H-imidazole). As a reaction SMILES: [Br:1][C:2]1[CH:7]=[CH:6][C:5]([C:8]2[NH:12][C:11]([C@:13]3([CH3:35])[CH2:17][CH2:16][CH2:15][N:14]3C(OCC3C4C=CC=CC=4C4C3=CC=CC=4)=O)=[N:10][CH:9]=2)=[CH:4][CH:3]=1.N1CCCCC1>CN(C=O)C>[Br:1][C:2]1[CH:3]=[CH:4][C:5]([C:8]2[NH:12][C:11]([C@:13]3([CH3:35])[CH2:17][CH2:16][CH2:15][NH:14]3)=[N:10][CH:9]=2)=[CH:6][CH:7]=1. The reactants are BrC1=CC=C(C=C1)C1=CN=C(N1)[C@]1(N(CCC1)C(=O)OCC1C2=CC=CC=C2C=2C=CC=CC12)C ((S)-(9H-fluoren-9-yl)methyl 2-(5-(4-bromophenyl)-1H-imidazol-2-yl)-2-methylpyrrolidine-1-carboxylate), N1CCCCC1 (piperidine). Reactants: CC(=O)O[BH-](OC(C)=O)OC(C)=O, CC(=O)O, CC(C)c1nc(-c2ccc(C=O)cc2)no1, ClCCl, COC(=O)C(C)(C)Oc1ccc(CCN)cc1, [Na+]. The product is COC(=O)C(C)(C)Oc1ccc(CCNCc2ccc(-c3noc(C(C)C)n3)cc2)cc1. As a reaction SMILES: [C:34]([O:35][BH-:36]([O:37][C:38](=[O:39])[CH3:40])[O:41][C:42](=[O:43])[CH3:44])(=[O:45])[CH3:46].[CH3:48][C:49](=[O:50])[OH:51].[CH:18]([CH3:19])([CH3:20])[c:21]1[n:22][c:23](-[c:26]2[cH:27][cH:28][c:29]([CH:30]=[O:31])[cH:32][cH:33]2)[n:24][o:25]1.[Cl:52][CH2:53][Cl:54].[NH2:1][CH2:2][CH2:3][c:4]1[cH:5][cH:6][c:7]([O:8][C:9]([C:10](=[O:11])[O:12][CH3:13])([CH3:14])[CH3:15])[cH:16][cH:17]1.[Na+:47]>>[NH:1]([CH2:2][CH2:3][c:4]1[cH:5][cH:6][c:7]([O:8][C:9]([C:10](=[O:11])[O:12][CH3:13])([CH3:14])[CH3:15])[cH:16][cH:17]1)[CH2:30][c:29]1[cH:28][cH:27][c:26](-[c:23]2[n:22][c:21]([CH:18]([CH3:19])[CH3:20])[o:25][n:24]2)[cH:33][cH:32]1.